This data is from the Open Reaction Database (ORD), a public repository of structured organic reaction records. The task is: describe an organic reaction: reactants, conditions, products, and yield Starting materials: C(C)(=O)O (acetic acid), C(#N)[BH3-].[Na+] (sodium cyanoborohydride), COC(CCN)=O (3-Amino-propionic acid methyl ester), N1C=CC2=CC(=CC=C12)NC=1C2=C(N=CN1)C=C(S2)C2=CC=C(C=O)C=C2 (4-[4-(1H-Indol-5-ylamino)-thieno[3,2-d]pyrimidin-6-yl]-benzaldehyde). Run in O (water), CO (methyl alcohol), C(Cl)(Cl)Cl (chloroform). The product is COC(CCNCC1=CC=C(C=C1)C1=CC=2N=CN=C(C2S1)NC=1C=C2C=CNC2=CC1)=O (3-{4-[4-(1H-indol-5-ylamino)-thieno[3,2-d]pyrimidin-6-yl]-benzylamino}-propionic acid methyl ester). Isolated yield 66.3%. Reaction SMILES: [CH3:1][O:2][C:3](=[O:7])[CH2:4][CH2:5][NH2:6].C(O)(=O)C.[NH:12]1[C:20]2[C:15](=[CH:16][C:17]([NH:21][C:22]3[C:23]4[S:30][C:29]([C:31]5[CH:38]=[CH:37][C:34]([CH:35]=O)=[CH:33][CH:32]=5)=[CH:28][C:24]=4[N:25]=[CH:26][N:27]=3)=[CH:18][CH:19]=2)[CH:14]=[CH:13]1.C([BH3-])#N.[Na+]>CO.C(Cl)(Cl)Cl.O>[CH3:1][O:2][C:3](=[O:7])[CH2:4][CH2:5][NH:6][CH2:35][C:34]1[CH:33]=[CH:32][C:31]([C:29]2[S:30][C:23]3[C:22]([NH:21][C:17]4[CH:16]=[C:15]5[C:20](=[CH:19][CH:18]=4)[NH:12][CH:13]=[CH:14]5)=[N:27][CH:26]=[N:25][C:24]=3[CH:28]=2)=[CH:38][CH:37]=1 |f:3.4|. Reported procedure: 3-Amino-propionic acid methyl ester (261 mg, 1.7 mmol) was dissolved in 3 mL of methyl alcohol and the pH was adjusted to 6 with concentrated acetic acid. 4-[4-(1H-Indol-5-ylamino)-thieno[3,2-d]pyrimidin-6-yl]-benzaldehyde (100 mg, 0.28 mmol) was added to the solution followed by sodium cyanoborohydride (11 mg, 0.17 mmol). After 14 hours the reaction mixture was poured into water and diluted with chloroform. The aqueous layer was separated and the pH was adjusted to 8.5 with 1N sodium hydroxide.... The reactants are N#CC1c2ccccc2C=CN1C(=O)c1ccccc1, OC1(c2nccc3ccccc23)CCN(Cc2ccccc2)CC1, O=C1CCN(Cc2ccccc2)CC1. The product is O=C(OC1(c2nccc3ccccc23)CCN(Cc2ccccc2)CC1)c1ccccc1. Reaction SMILES: [C:25]([CH:26]1[c:27]2[c:28]([cH:29][cH:30][cH:31][cH:32]2)[CH:33]=[CH:34][N:35]1[C:37]([c:38]1[cH:39][cH:40][cH:41][cH:42][cH:43]1)=[O:44])#[N:36].[CH2:1]([c:2]1[cH:3][cH:4][cH:5][cH:6][cH:7]1)[N:8]1[CH2:9][CH2:10][C:11]([OH:14])([c:15]2[n:16][cH:17][cH:18][c:19]3[cH:20][cH:21][cH:22][cH:23][c:24]23)[CH2:12][CH2:13]1.[CH2:45]([N:46]1[CH2:47][CH2:48][C:49](=[O:50])[CH2:51][CH2:52]1)[c:53]1[cH:54][cH:55][cH:56][cH:57][cH:58]1>>[CH2:1]([c:2]1[cH:3][cH:4][cH:5][cH:6][cH:7]1)[N:8]1[CH2:9][CH2:10][C:11]([O:14][C:37]([c:38]2[cH:39][cH:40][cH:41][cH:42][cH:43]2)=[O:44])([c:15]2[n:16][cH:17][cH:18][c:19]3[cH:20][cH:21][cH:22][cH:23][c:24]23)[CH2:12][CH2:13]1. Starting materials: Cc1cn2c3ccc(Br)cc3c3cc(O)cc(c1=O)c32, CC(=O)OC(C)=O, CO, c1ccncc1. Product: CC(=O)Oc1cc2c(=O)c(C)cn3c4ccc(Br)cc4c(c1)c23. Reaction SMILES: [Br:1][c:2]1[cH:3][cH:4][c:5]2[n:6]3[c:7]4[c:8]([cH:9][c:10]([OH:15])[cH:11][c:12]4[c:13]2[cH:14]1)[c:16](=[O:20])[c:17]([CH3:19])[cH:18]3.[CH3:21][C:22](=[O:23])[O:24][C:25](=[O:26])[CH3:27].[CH3:28][OH:29].[cH:30]1[cH:31][cH:32][n:33][cH:34][cH:35]1>>[Br:1][c:2]1[cH:3][cH:4][c:5]2[n:6]3[c:7]4[c:8]([cH:9][c:10]([O:15][C:22]([CH3:21])=[O:23])[cH:11][c:12]4[c:13]2[cH:14]1)[c:16](=[O:20])[c:17]([CH3:19])[cH:18]3.